Dataset: the Open Reaction Database (ORD), a public repository of structured organic reaction records. Task: describe an organic reaction: reactants, conditions, products, and yield Solvent: CO (methanol). Yields the product C(CCNCC(CCCCCCCCC)O)NCC(CCCCCCCCC)O (N,N'-(1,3-propylene)-bis[2-hydroxyundecylamine]). Procedure details: In a manner similar to that of Example 1, condensation of 1-undecene oxide (104.6 g.) and 1,3-propanediamine (22.7 g.) and two recrystallizations of the resulting product from methanol gave N,N'-(1,3-propylene)-bis[2-hydroxyundecylamine] (I: R = CH3 (CH2)8, R' = H, X = (CH2)3, Z = H) (29.0 g., m.p. 94.0°-103.0° C.). Reactants: C1C(CCCCCCCCC)O1 (1-undecene oxide), C(CCN)N (1,3-propanediamine). Reaction SMILES: [CH2:1]1[O:12][CH:2]1[CH2:3][CH2:4][CH2:5][CH2:6][CH2:7][CH2:8][CH2:9][CH2:10][CH3:11].[CH2:13]([NH2:17])[CH2:14][CH2:15][NH2:16]>CO>[CH2:13]([NH:17][CH2:1][CH:2]([OH:12])[CH2:3][CH2:4][CH2:5][CH2:6][CH2:7][CH2:8][CH2:9][CH2:10][CH3:11])[CH2:14][CH2:15][NH:16][CH2:1][CH:2]([OH:12])[CH2:3][CH2:4][CH2:5][CH2:6][CH2:7][CH2:8][CH2:9][CH2:10][CH3:11]. Reactants: CCCC#Cc1ccccc1S(N)(=O)=O, ClCCl, CN(C)c1ccncc1, COc1cc(C(=O)O)ccc1Cc1cn(C)c2ccc(NC(=O)OC3CCCC3)cc12. Yields the product CCCC#Cc1ccccc1S(=O)(=O)NC(=O)c1ccc(Cc2cn(C)c3ccc(NC(=O)OC4CCCC4)cc23)c(OC)c1. RXN SMILES: [C:1](#[C:2][CH2:3][CH2:4][CH3:5])[c:6]1[c:7]([S:12](=[O:13])(=[O:14])[NH2:15])[cH:8][cH:9][cH:10][cH:11]1.[CH2:56]([Cl:57])[Cl:58].[CH3:47][N:48]([CH3:49])[c:50]1[cH:51][cH:52][n:53][cH:54][cH:55]1.[CH:16]1([O:21][C:22](=[O:23])[NH:24][c:25]2[cH:26][c:27]3[c:28]([CH2:35][c:36]4[c:37]([O:45][CH3:46])[cH:38][c:39]([C:40](=[O:41])[OH:42])[cH:43][cH:44]4)[cH:29][n:30]([CH3:34])[c:31]3[cH:32][cH:33]2)[CH2:17][CH2:18][CH2:19][CH2:20]1>>[C:1](#[C:2][CH2:3][CH2:4][CH3:5])[c:6]1[c:7]([S:12](=[O:13])(=[O:14])[NH:15][C:40]([c:39]2[cH:38][c:37]([O:45][CH3:46])[c:36]([CH2:35][c:28]3[c:27]4[cH:26][c:25]([NH:24][C:22]([O:21][CH:16]5[CH2:17][CH2:18][CH2:19][CH2:20]5)=[O:23])[cH:33][cH:32][c:31]4[n:30]([CH3:34])[cH:29]3)[cH:44][cH:43]2)=[O:41])[cH:8][cH:9][cH:10][cH:11]1. Starting materials: N1=CC(=CC=C1)[C@@H](C)O ((+)-(R)-1-(3-pyridyl)ethanol), C(CCC)[Li] (n-butyllithium), C12(CC3CC(CC(C1)C3)C2)C(=O)Cl (1-adamantanecarbonyl chloride). Run in C1CCOC1 (THF), CCCCCC (hexane), C1CCOC1 (THF). Product: C12(CC3CC(CC(C1)C3)C2)C(=O)O[C@H](C)C=2C=NC=CC2 ((+)-(R)-1-(3-Pyridyl)ethyl 1-adamantanecarboxylate). Yield: 81.3%. As a reaction SMILES: [N:1]1[CH:6]=[CH:5][CH:4]=[C:3]([C@H:7]([OH:9])[CH3:8])[CH:2]=1.C([Li])CCC.[C:15]12([C:25](Cl)=[O:26])[CH2:24][CH:19]3[CH2:20][CH:21]([CH2:23][CH:17]([CH2:18]3)[CH2:16]1)[CH2:22]2>C1COCC1.CCCCCC>[C:15]12([C:25]([O:9][C@@H:7]([C:3]3[CH:2]=[N:1][CH:6]=[CH:5][CH:4]=3)[CH3:8])=[O:26])[CH2:22][CH:21]3[CH2:20][CH:19]([CH2:18][CH:17]([CH2:23]3)[CH2:16]1)[CH2:24]2. Reported procedure: The method followed that described in Example 1, but using (+)-(R)-1-(3-pyridyl)ethanol [87% ee; prepared by asymmetric reduction of 3-acetylpyridine with (+)-B-chlorodiisopinocampheyl borane, J. Chandrasekharan, P. V. Ranachandran and H. C. Brown, J. Org. Chem., 50, 5446-5448 (1985)] (0.62 g, 5.0 mmol) in THF (20 ml), n-butyllithium (2.5 M; 2.0 ml, 5.0 mmol) in hexane, and 1-adamantanecarbonyl chloride (1.09 g, 5.5 mmol) in THF (5 ml). Chromatography, on elution with ether-petrol-triethylamine ... The reactants are CCOC(=O)c1nc(-c2ccccc2Cl)n(-c2ccc(Cl)cc2)c1C=O, CC(=O)O, Cc1ccccc1, NN, O. RXN SMILES: [CH2:1]([CH3:2])[O:3][C:4](=[O:5])[c:6]1[n:7][c:8](-[c:20]2[c:21]([Cl:26])[cH:22][cH:23][cH:24][cH:25]2)[n:9](-[c:13]2[cH:14][cH:15][c:16]([Cl:19])[cH:17][cH:18]2)[c:10]1[CH:11]=[O:12].[CH3:30][C:31](=[O:32])[OH:33].[CH3:34][c:35]1[cH:36][cH:37][cH:38][cH:39][cH:40]1.[NH2:28][NH2:29].[OH2:27]>>[CH2:1]([CH3:2])[O:3][C:4](=[O:5])[c:6]1[n:7][c:8](-[c:20]2[c:21]([Cl:26])[cH:22][cH:23][cH:24][cH:25]2)[n:9](-[c:13]2[cH:14][cH:15][c:16]([Cl:19])[cH:17][cH:18]2)[c:10]1[CH:11]=[N:28][NH2:29]. Product: CCOC(=O)c1nc(-c2ccccc2Cl)n(-c2ccc(Cl)cc2)c1C=NN. Reactants: C(C(C)C)N(C(=O)C=1C=C(C=C(C1)C1=CC=C(C=C1)C)C(=O)O)C (5-(isobutyl(methyl)carbamoyl)-4′-methylbiphenyl-3-carboxylic acid), Cl.CN(CCCN=C=NCC)C (N-(3-dimethylaminopropyl)-N′-ethylcarbodiimide hydrochloride), O.ON1N=NC2=C1C=CC=C2 (1-hydroxybenzotriazole hydrate), CC1=NC=C(C=N1)CN ((2-methylpyrimidin-5-yl)methanamine), C(C)(C)N(C(C)C)CC (N,N-diisopropylethylamine). Run in C(Cl)Cl (CH2Cl2). Conditions: time 8 hour. Product: C(C(C)C)N(C(=O)C=1C=C(C=C(C1)C(=O)NCC=1C=NC(=NC1)C)C1=CC=C(C=C1)C)C (N3-Isobutyl-N3,4′-dimethyl-N5-((2-methylpyrimidin-5-yl)methyl)biphenyl-3,5-dicarboxamide). As a reaction SMILES: [CH2:1]([N:5]([CH3:24])[C:6]([C:8]1[CH:9]=[C:10]([C:21](O)=[O:22])[CH:11]=[C:12]([C:14]2[CH:19]=[CH:18][C:17]([CH3:20])=[CH:16][CH:15]=2)[CH:13]=1)=[O:7])[CH:2]([CH3:4])[CH3:3].Cl.CN(C)CCCN=C=NCC.O.ON1C2C=CC=CC=2N=N1.[CH3:48][C:49]1[N:54]=[CH:53][C:52]([CH2:55][NH2:56])=[CH:51][N:50]=1.C(N(CC)C(C)C)(C)C>C(Cl)Cl>[CH2:1]([N:5]([CH3:24])[C:6]([C:8]1[CH:13]=[C:12]([C:14]2[CH:19]=[CH:18][C:17]([CH3:20])=[CH:16][CH:15]=2)[CH:11]=[C:10]([C:21]([NH:56][CH2:55][C:52]2[CH:51]=[N:50][C:49]([CH3:48])=[N:54][CH:53]=2)=[O:22])[CH:9]=1)=[O:7])[CH:2]([CH3:4])[CH3:3] |f:1.2,3.4|. Procedure details: To a mixture of 5-(isobutyl(methyl)carbamoyl)-4′-methylbiphenyl-3-carboxylic acid (15 mg, 0.046 mmol), N-(3-dimethylaminopropyl)-N′-ethylcarbodiimide hydrochloride (18 mg, 0.092 mmol), 1-hydroxybenzotriazole hydrate (7.0 mg, 0.046 mmol), and CH2Cl2 (2 mL) were added (2-methylpyrimidin-5-yl)methanamine (8.5 mg, 0.069 mmol) (WO 2008/130481) and N,N-diisopropylethylamine (12 μL, 0.069 mmol). The mixture was stirred at room temperature overnight, and then concentrated in vacuo. The residue was purif... Reactants: COc1ccc(-n2nc(C(=O)N3CCN(C(=O)OC(C)(C)C)CC3)cc2-c2cc(S(C)(=O)=O)ccn2)cn1, CC[O-], [Na+], C1CCOC1. The product is CCOc1ccnc(-c2cc(C(=O)N3CCN(C(=O)OC(C)(C)C)CC3)nn2-c2ccc(OC)nc2)c1. Reaction SMILES: [C:5]([CH3:6])([CH3:7])([CH3:8])[O:9][C:10](=[O:11])[N:12]1[CH2:13][CH2:14][N:15]([C:18](=[O:19])[c:20]2[n:21][n:22](-[c:35]3[cH:36][n:37][c:38]([O:41][CH3:42])[cH:39][cH:40]3)[c:23](-[c:25]3[n:26][cH:27][cH:28][c:29]([S:31]([CH3:32])(=[O:33])=[O:34])[cH:30]3)[cH:24]2)[CH2:16][CH2:17]1.[CH3:2][CH2:3][O-:4].[Na+:1].[O:43]1[CH2:44][CH2:45][CH2:46][CH2:47]1>>[CH3:2][CH2:3][O:4][c:29]1[cH:28][cH:27][n:26][c:25](-[c:23]2[n:22](-[c:35]3[cH:36][n:37][c:38]([O:41][CH3:42])[cH:39][cH:40]3)[n:21][c:20]([C:18]([N:15]3[CH2:14][CH2:13][N:12]([C:10]([O:9][C:5]([CH3:6])([CH3:7])[CH3:8])=[O:11])[CH2:17][CH2:16]3)=[O:19])[cH:24]2)[cH:30]1. The reactants are OC1=CC=C(C=C1)S (4-Hydroxy thiophenol), C([O-])([O-])=O.[K+].[K+] (potassium carbonate), COC=1C=C(CBr)C=C(C1OC)OC (3,4,5-Trimethoxybenzyl bromide). Run in CN(C=O)C (N,N-dimethylformamide), CN(C=O)C (N,N-dimethylformamide). Reaction conditions: temperature 0 celsius, time 2 hour. Yields the product OC1=CC=C(C=C1)SCC1=CC(=C(C(=C1)OC)OC)OC (3,4,5-trimethoxybenzyl 4-hydroxyphenyl thioether). Yield: 68.7%. As a reaction SMILES: [OH:1][C:2]1[CH:7]=[CH:6][C:5]([SH:8])=[CH:4][CH:3]=1.C(=O)([O-])[O-].[K+].[K+].[CH3:15][O:16][C:17]1[CH:18]=[C:19]([CH:22]=[C:23]([O:27][CH3:28])[C:24]=1[O:25][CH3:26])[CH2:20]Br>CN(C)C=O>[OH:1][C:2]1[CH:7]=[CH:6][C:5]([S:8][CH2:20][C:19]2[CH:22]=[C:23]([O:27][CH3:28])[C:24]([O:25][CH3:26])=[C:17]([O:16][CH3:15])[CH:18]=2)=[CH:4][CH:3]=1 |f:1.2.3|. Procedure details: 4-Hydroxy thiophenol (12 g, 0.095 mol) and potassium carbonate (15.86 g, 0.115 mol) were dissolved in 250 ml of N,N-dimethylformamide, and cooled to 0° C. To the above solution at 0° C. was added dropwise 25 g (0.095 mol) of 3,4,5-trimethoxybenzyl bromide prepared in step (1) dissolved in 50 ml N,N-dimethylformamide. After stirring for 2 hr, the ice-bath was removed, and the solution was stirred overnight. The whole solution was poured into water, and extracted with 300 ml ethyl acetate. The org... Reactants: C(C)(C)(C)OC(NC1=C(C=C(C(=C1)OCC1CC1)C(F)(F)F)N)=O ((2-amino-5-cyclopropylmethoxy-4-trifluoromethyl-phenyl)-carbamic acid tert-butyl ester), C(C)(C)(C)OC(CC(=O)C1=CC(=CC=C1)C1=CC(=NC=C1)C)=O (3-[3-(2-methyl-pyridin-4-yl)-phenyl]-3-oxo-propionic acid tert-butyl ester). Yields the product C(C)(C)(C)OC(NC1=C(C=C(C(=C1)OCC1CC1)C(F)(F)F)NC(CC(=O)C1=CC(=CC=C1)C1=CC(=NC=C1)C)=O)=O ((5-Cyclopropylmethoxy-2-{3-[3-(2-methyl-pyridin-4-yl)-phenyl]-3-oxo-propionylamino}-4-trifluoromethyl-phenyl)-carbamic acid tert-butyl ester). Reaction SMILES: [C:1]([O:5][C:6](=[O:24])[NH:7][C:8]1[CH:13]=[C:12]([O:14][CH2:15][CH:16]2[CH2:18][CH2:17]2)[C:11]([C:19]([F:22])([F:21])[F:20])=[CH:10][C:9]=1[NH2:23])([CH3:4])([CH3:3])[CH3:2].C([O:29][C:30](=O)[CH2:31][C:32]([C:34]1[CH:39]=[CH:38][CH:37]=[C:36]([C:40]2[CH:45]=[CH:44][N:43]=[C:42]([CH3:46])[CH:41]=2)[CH:35]=1)=[O:33])(C)(C)C>>[C:1]([O:5][C:6](=[O:24])[NH:7][C:8]1[CH:13]=[C:12]([O:14][CH2:15][CH:16]2[CH2:17][CH2:18]2)[C:11]([C:19]([F:22])([F:21])[F:20])=[CH:10][C:9]=1[NH:23][C:30](=[O:29])[CH2:31][C:32]([C:34]1[CH:39]=[CH:38][CH:37]=[C:36]([C:40]2[CH:45]=[CH:44][N:43]=[C:42]([CH3:46])[CH:41]=2)[CH:35]=1)=[O:33])([CH3:4])([CH3:2])[CH3:3]. Reported procedure: The title compound was prepared from (2-amino-5-cyclopropylmethoxy-4-trifluoromethyl-phenyl)-carbamic acid tert-butyl ester (Example J29) (260 mg, 0.75 mmol) and 3-[3-(2-methyl-pyridin-4-yl)-phenyl]-3-oxo-propionic acid tert-butyl ester (Example K12) (234 mg, 0.75 mmol) according to the general procedure M. Obtained as an amorphous yellow substance (325 mg, 74%). The reactants are FC1=CC=C(C=C1)C1=NN2C(NNCC2)=C1C1=CC=NC=C1 (7-(4-fluorophenyl)-8-(pyridin-4-yl)-1,2,3,4-tetrahydropyrazolo[5,1-c][1,2,4]triazine), C(C)N=C=O (ethyl isocyanate). Solvent: ClCCl (dichloromethane). Reaction conditions: time 1 hour. Yields the product C(C)NC(=O)N1NC=2N(CC1)N=C(C2C2=CC=NC=C2)C2=CC=C(C=C2)F (2-ethylcarbamoyl-7-(4-fluorophenyl)-8-(pyridin-4-yl)-1,2,3,4-tetrahydropyrazolo[5,1-c][1,2,4]triazine). The yield is 82.0%. Reaction SMILES: [F:1][C:2]1[CH:7]=[CH:6][C:5]([C:8]2[C:16]([C:17]3[CH:22]=[CH:21][N:20]=[CH:19][CH:18]=3)=[C:11]3[NH:12][NH:13][CH2:14][CH2:15][N:10]3[N:9]=2)=[CH:4][CH:3]=1.[CH2:23]([N:25]=[C:26]=[O:27])[CH3:24]>ClCCl>[CH2:23]([NH:25][C:26]([N:13]1[CH2:14][CH2:15][N:10]2[N:9]=[C:8]([C:5]3[CH:6]=[CH:7][C:2]([F:1])=[CH:3][CH:4]=3)[C:16]([C:17]3[CH:22]=[CH:21][N:20]=[CH:19][CH:18]=3)=[C:11]2[NH:12]1)=[O:27])[CH3:24]. Procedure: A mixture of 7-(4-fluorophenyl)-8-(pyridin-4-yl)-1,2,3,4-tetrahydropyrazolo[5,1-c][1,2,4]triazine (118 mg) and ethyl isocyanate (30 mg) in dichloromethane (2 ml) was stirred at ambient temperature for 1 hour. The mixture was concentrated in vacuo and the residue was crystallized from ethyl acetate to give 2-ethylcarbamoyl-7-(4-fluorophenyl)-8-(pyridin-4-yl)-1,2,3,4-tetrahydropyrazolo[5,1-c][1,2,4]triazine (120 mg).